Dataset: the Open Reaction Database (ORD), a public repository of structured organic reaction records. Task: describe an organic reaction: reactants, conditions, products, and yield The reactants are CC(=O)OCCCS(=O)(=O)NC(=O)c1ccc(-c2ccc(CCCN(CC(O)c3cccnc3)C(=O)OC(C)(C)C)cc2)cc1OCC(C)C, CO, [Na+], C1CCOC1, [OH-]. Product: CC(C)COc1cc(-c2ccc(CCCN(CC(O)c3cccnc3)C(=O)OC(C)(C)C)cc2)ccc1C(=O)NS(=O)(=O)CCCO. As a reaction SMILES: [C:1](=[O:2])([CH3:3])[O:4][CH2:5][CH2:6][CH2:7][S:8](=[O:9])(=[O:10])[NH:11][C:12](=[O:13])[c:14]1[c:15]([O:46][CH2:47][CH:48]([CH3:49])[CH3:50])[cH:16][c:17](-[c:20]2[cH:21][cH:22][c:23]([CH2:26][CH2:27][CH2:28][N:29]([CH2:30][CH:31]([c:32]3[cH:33][n:34][cH:35][cH:36][cH:37]3)[OH:38])[C:39](=[O:40])[O:41][C:42]([CH3:43])([CH3:44])[CH3:45])[cH:24][cH:25]2)[cH:18][cH:19]1.[CH3:53][OH:54].[Na+:52].[O:55]1[CH2:56][CH2:57][CH2:58][CH2:59]1.[OH-:51]>>[OH:4][CH2:5][CH2:6][CH2:7][S:8](=[O:9])(=[O:10])[NH:11][C:12](=[O:13])[c:14]1[c:15]([O:46][CH2:47][CH:48]([CH3:49])[CH3:50])[cH:16][c:17](-[c:20]2[cH:21][cH:22][c:23]([CH2:26][CH2:27][CH2:28][N:29]([CH2:30][CH:31]([c:32]3[cH:33][n:34][cH:35][cH:36][cH:37]3)[OH:38])[C:39](=[O:40])[O:41][C:42]([CH3:43])([CH3:44])[CH3:45])[cH:24][cH:25]2)[cH:18][cH:19]1. The reactants are C(C)(C)(C)OC1=NC=C(C(=N1)OC(C)(C)C)B(O)O (2,4-Di-tert-butoxy-pyrimidine-5-boronic acid), BrC=1SC=CC1C (2-bromo-3-methylthiophene), C(=O)([O-])[O-].[Na+].[Na+] (Na2CO3), C1=CC=C(C=C1)P(C2=CC=CC=C2)C3=CC=CC=C3 (PPh3). The reagents and catalysts are CC(=O)[O-].CC(=O)[O-].[Pd+2] (Pd(OAc)2). Run in C(CC)O (n-PrOH). The product is C(C)(C)(C)OC1=NC=C(C(=N1)OC(C)(C)C)C=1SC=CC1C (2,4-Di-tert-butoxy-5-(3-methyl-thiophen-2-yl)-pyrimidine). Yield: 30.3%. As a reaction SMILES: [C:1]([O:5][C:6]1[N:11]=[C:10]([O:12][C:13]([CH3:16])([CH3:15])[CH3:14])[C:9](B(O)O)=[CH:8][N:7]=1)([CH3:4])([CH3:3])[CH3:2].Br[C:21]1[S:22][CH:23]=[CH:24][C:25]=1[CH3:26].C([O-])([O-])=O.[Na+].[Na+].C1C=CC(P(C2C=CC=CC=2)C2C=CC=CC=2)=CC=1>C(O)CC.CC([O-])=O.CC([O-])=O.[Pd+2]>[C:1]([O:5][C:6]1[N:11]=[C:10]([O:12][C:13]([CH3:16])([CH3:15])[CH3:14])[C:9]([C:21]2[S:22][CH:23]=[CH:24][C:25]=2[CH3:26])=[CH:8][N:7]=1)([CH3:4])([CH3:3])[CH3:2] |f:2.3.4,7.8.9|. Procedure details: 2,4-Di-tert-butoxy-pyrimidine-5-boronic acid (500 mg, 1.75 mmol) was dissolved in n-PrOH (5 mL) and then 2-bromo-3-methylthiophene (236 μl, 2.1 mmol), Na2CO3 (556 mg, 5.25 mmol), PPh3 (133 mg, 0.52 mmol) and Pd(OAc)2 (40 mg, 0.17 mmol) were added. The suspension was stirred at reflux for 2.5 hours. The solvent was evaporated and the crude was dissolved in water and extracted with Et2O. The organic phase was dried (Na2SO4) and evaporated. The crude was purified by flash chromatography with ethyl ... Starting materials: BrC1=CC=CC=C1 (bromobenzene), C(C1=CC=CC=C1)Cl (benzyl chloride), [Li] (Lithium), [Cl-].[NH4+] (ammonium chloride), O1CCCC1 (tetrahydrofuran), COC=1C=C(C=CC1OC)C1(OCCCO1)C1=NC(=CC=C1)C (2-(3,4-dimethoxyphenyl)-2-(6-methyl-2-pyridyl)-1,3-dioxane), O1CCCC1 (tetrahydrofuran), [Li] (lithium), carbonyl. The solvent is CCOCC (ether), CCOCC (ether), C(C)O (ethanol). Conditions: time 1.5 hour. The product is COC=1C=C(C=CC1OC)C1(OCCCO1)C1=NC(=CC=C1)C(CC1=CC=CC=C1)CC1=CC=CC=C1 (2-(3,4-dimethoxyphenyl)-2-(6-dibenzylmethyl-2-pyridyl)-1,3-dioxane). Reaction SMILES: Br[C:2]1[CH:7]=[CH:6][CH:5]=[CH:4][CH:3]=1.[Li].[CH3:9][O:10][C:11]1[CH:12]=[C:13]([C:19]2([C:25]3[CH:30]=[CH:29][CH:28]=[C:27]([CH3:31])[N:26]=3)[O:24][CH2:23][CH2:22][CH2:21][O:20]2)[CH:14]=[CH:15][C:16]=1[O:17][CH3:18].[CH2:32](Cl)[C:33]1[CH:38]=[CH:37][CH:36]=[CH:35][CH:34]=1.[Cl-].[NH4+].O1CCC[CH2:43]1>C(O)C.CCOCC>[CH3:9][O:10][C:11]1[CH:12]=[C:13]([C:19]2([C:25]3[CH:30]=[CH:29][CH:28]=[C:27]([CH:31]([CH2:32][C:33]4[CH:38]=[CH:37][CH:36]=[CH:35][CH:34]=4)[CH2:43][C:2]4[CH:7]=[CH:6][CH:5]=[CH:4][CH:3]=4)[N:26]=3)[O:24][CH2:23][CH2:22][CH2:21][O:20]2)[CH:14]=[CH:15][C:16]=1[O:17][CH3:18] |f:4.5,^1:7|. Reported procedure: About 8.7 ml of bromobenzene in 20 ml. of dry ether were added to a stirred suspension of 1 g. lithium shavings in 50 ml. of dry ether under a nitrogen atmosphere over a period of 30 minutes. This rate of addition was sufficient to maintain the reaction at a gentle reflux. After the addition, the mixture was stirred for 1.5 hours, followed by the addition of 18.9 g. of 2-(3,4-dimethoxyphenyl)-2-(6-methyl-2-pyridyl)-1,3-dioxane which was dissolved in the minimum quantity of dry tetrahydrofuran. E... Reported procedure: A mixture of 11-(piperidin-4-yl)-5H,11H-pyrrolo[2,1-c][1,4]benzoxazepine (5.8 g, 0.022 mole), K2CO3 (11.0 g) and 2-(3,4,5-trimethoxyphenyl)ethyl methanesulfonate (7.53 g, 0.026 mole) in 120 ml dimethylformamide was heated at 70° C. for 4.5 hours. The product is COC=1C=C(C=C(C1OC)OC)CCN1CCC(CC1)C1OC2=C(CN3C1=CC=C3)C=CC=C2 (11-{1-[2-(3,4,5-Trimethoxyphenyl)ethyl]piperidin-4-yl}-5H,11H-pyrrolo[2,1-c][1,4]benzoxazepine). The reactants are N1CCC(CC1)C1OC2=C(CN3C1=CC=C3)C=CC=C2 (11-(piperidin-4-yl)-5H,11H-pyrrolo[2,1-c][1,4]benzoxazepine), C(=O)([O-])[O-].[K+].[K+] (K2CO3), CS(=O)(=O)OCCC1=CC(=C(C(=C1)OC)OC)OC (2-(3,4,5-trimethoxyphenyl)ethyl methanesulfonate). The solvent is CN(C=O)C (dimethylformamide). Run at temperature 70 celsius. As a reaction SMILES: [NH:1]1[CH2:6][CH2:5][CH:4]([CH:7]2[C:13]3=[CH:14][CH:15]=[CH:16][N:12]3[CH2:11][C:10]3[CH:17]=[CH:18][CH:19]=[CH:20][C:9]=3[O:8]2)[CH2:3][CH2:2]1.C([O-])([O-])=O.[K+].[K+].CS(O[CH2:32][CH2:33][C:34]1[CH:39]=[C:38]([O:40][CH3:41])[C:37]([O:42][CH3:43])=[C:36]([O:44][CH3:45])[CH:35]=1)(=O)=O>CN(C)C=O>[CH3:45][O:44][C:36]1[CH:35]=[C:34]([CH2:33][CH2:32][N:1]2[CH2:2][CH2:3][CH:4]([CH:7]3[C:13]4=[CH:14][CH:15]=[CH:16][N:12]4[CH2:11][C:10]4[CH:17]=[CH:18][CH:19]=[CH:20][C:9]=4[O:8]3)[CH2:5][CH2:6]2)[CH:39]=[C:38]([O:40][CH3:41])[C:37]=1[O:42][CH3:43] |f:1.2.3|. Starting materials: CO, CC(C)(C)OC(=O)N1C(=O)OC(c2ccc(F)cc2)C1Cc1cccc(OC(F)(F)C(F)F)n1, [Na+], [OH-], O. Product: CC(C)(C)OC(=O)NC(Cc1cccc(OC(F)(F)C(F)F)n1)C(O)c1ccc(F)cc1. Reaction SMILES: [CH3:38][OH:39].[F:1][c:2]1[cH:3][cH:4][c:5]([CH:8]2[CH:9]([CH2:21][c:22]3[n:23][c:24]([O:28][C:29]([CH:30]([F:31])[F:32])([F:33])[F:34])[cH:25][cH:26][cH:27]3)[N:10]([C:14](=[O:15])[O:16][C:17]([CH3:18])([CH3:19])[CH3:20])[C:11](=[O:13])[O:12]2)[cH:6][cH:7]1.[Na+:36].[OH-:35].[OH2:37]>>[F:1][c:2]1[cH:3][cH:4][c:5]([CH:8]([CH:9]([NH:10][C:14](=[O:15])[O:16][C:17]([CH3:18])([CH3:19])[CH3:20])[CH2:21][c:22]2[n:23][c:24]([O:28][C:29]([CH:30]([F:31])[F:32])([F:33])[F:34])[cH:25][cH:26][cH:27]2)[OH:12])[cH:6][cH:7]1. Reactants: ClC1=C(C=CC(=C1)Cl)C(C1=CC=CC=C1)C(C=O)C=O ([(2,4-dichlorophenyl)phenylmethyl]malonaldehyde), NN (hydrazine), O (water). The solvent is C(C)O (ethanol). Yields the product ClC1=C(C=CC(=C1)Cl)C(C=1C=NNC1)C1=CC=CC=C1 (4-[(2,4-Dichlorophenyl)phenylmethyl]-1H-pyrazole). Reaction SMILES: [Cl:1][C:2]1[CH:7]=[C:6]([Cl:8])[CH:5]=[CH:4][C:3]=1[CH:9]([CH:16]([CH:19]=O)[CH:17]=O)[C:10]1[CH:15]=[CH:14][CH:13]=[CH:12][CH:11]=1.[NH2:21][NH2:22].O>C(O)C>[Cl:1][C:2]1[CH:7]=[C:6]([Cl:8])[CH:5]=[CH:4][C:3]=1[CH:9]([C:10]1[CH:15]=[CH:14][CH:13]=[CH:12][CH:11]=1)[C:16]1[CH:19]=[N:21][NH:22][CH:17]=1. Procedure: Two grams of [(2,4-dichlorophenyl)phenylmethyl]malonaldehyde in 10 ml of ethanol were heated with 3 ml of anhydrous hydrazine on a steam bath for two hours. The reaction mixture was poured into water and extracted with ether. The ether extract was dried, filtered, and evaporated. The residue was crystallized twice from Skelley B/acetone to provide 1.2 g of the desired title product, m.p. 131° C. Reactants: FC1=CC=C(C=C1)O (p-fluorophenol), C[O-].[Na+] (sodium methoxide), [I-].[K+] (potassium iodide), BrC(C(=O)OC)C1=CC=C(C=C1)OC1=CC=C(C=C1)Cl (methyl α-bromo-α-[p-(p-chlorophenoxy)phenyl]acetate). The solvent is CO (methanol), C1=CC=CC=C1 (benzene), C([O-])(O)=O.[Na+] (sodium bicarbonate). Yields the product FC1=CC=C(OC(C(=O)O)C2=CC=C(C=C2)OC2=CC=C(C=C2)Cl)C=C1 (α-(p-Fluorophenoxy)-α-[p-(p-chlorophenoxy)phenyl]acetic acid). As a reaction SMILES: [F:1][C:2]1[CH:7]=[CH:6][C:5]([OH:8])=[CH:4][CH:3]=1.C[O-].[Na+].[I-].[K+].Br[CH:15]([C:20]1[CH:25]=[CH:24][C:23]([O:26][C:27]2[CH:32]=[CH:31][C:30]([Cl:33])=[CH:29][CH:28]=2)=[CH:22][CH:21]=1)[C:16]([O:18]C)=[O:17]>CO.C1C=CC=CC=1.C(=O)(O)[O-].[Na+]>[F:1][C:2]1[CH:7]=[CH:6][C:5]([O:8][CH:15]([C:20]2[CH:21]=[CH:22][C:23]([O:26][C:27]3[CH:32]=[CH:31][C:30]([Cl:33])=[CH:29][CH:28]=3)=[CH:24][CH:25]=2)[C:16]([OH:18])=[O:17])=[CH:4][CH:3]=1 |f:1.2,3.4,8.9|. Reported procedure: To a solution of 2.80 g of p-fluorophenol and 1.19 g of sodium methoxide in 40 ml of methanol is added 50 mg of potassium iodide and 7.11 g of methyl α-bromo-α-[p-(p-chlorophenoxy)phenyl]acetate in 10 ml of benzene. The mixture is refluxed for 20 hours and the solvent removed under vacuum. To the residue is added water and the mixture is extracted with ether. The ether extracts are washed with 10% potassium carbonate and with water and dried (MgSO4). The solvent is removed under vacuum to given ... Starting materials: BrC1=CC=C(O1)C1=NOC2=C1C(=NC(=C2O)C(=O)OCC)C#N (Ethyl 3-(5-bromofuran-2-yl)-4-cyano-7-hydroxyisoxazolo[4,5-c]pyridine-6-carboxylate), NCC(=O)O (glycine), C[O-].[Na+] (sodium methoxide). Solvent: C([O-])(O)=O.[Na+] (sodium bicarbonate). The product is BrC1=CC=C(O1)C1=NOC2=C1C(=NC(=C2O)C(=O)NCC(=O)O)C#N ({[3-(5-Bromo-furan-2-yl)-4-cyano-7-hydroxy-isoxazolo[4,5-c]pyridine-6-carbonyl]-amino}-acetic acid). Yield: 22.3%. RXN SMILES: [Br:1][C:2]1[O:6][C:5]([C:7]2[C:11]3[C:12]([C:22]#[N:23])=[N:13][C:14]([C:17](OCC)=[O:18])=[C:15]([OH:16])[C:10]=3[O:9][N:8]=2)=[CH:4][CH:3]=1.[NH2:24][CH2:25][C:26]([OH:28])=[O:27].C[O-].[Na+]>C(=O)(O)[O-].[Na+]>[Br:1][C:2]1[O:6][C:5]([C:7]2[C:11]3[C:12]([C:22]#[N:23])=[N:13][C:14]([C:17]([NH:24][CH2:25][C:26]([OH:28])=[O:27])=[O:18])=[C:15]([OH:16])[C:10]=3[O:9][N:8]=2)=[CH:4][CH:3]=1 |f:2.3,4.5|. Procedure: Ethyl 3-(5-bromofuran-2-yl)-4-cyano-7-hydroxyisoxazolo[4,5-c]pyridine-6-carboxylate (42 mg, 0.11 mmol) and glycine (334 mg, 4.44 mmol) were added to sodium methoxide solution (6.7 mL, 3.33 mmol, 0.5 M in MeOH) and the mixture was refluxed for 48 h. The mixture was cooled to room temperature and the solvent was removed in vacuo. The residue was redissolved in a minimum amount of water, and 0.25 M hydrochloric acid was added until pH was 3. The resulting precipitate was isolated by filtration and ...